Dataset: the Open Reaction Database (ORD), a public repository of structured organic reaction records. Task: describe an organic reaction: reactants, conditions, products, and yield Starting materials: C(C)OC1=NN(C=C1CCC(=O)OCC)CC1=C(C=CC=C1)OCC=1N=C(OC1C)C1=CC=CC=C1 (ethyl 3-[3-ethoxy-1-[2-(5-methyl-2-phenyl-4-oxazolylmethoxy)benzyl]-1H-pyrazol-4-yl]propionate), [OH-].[Na+] (sodium hydroxide), O1CCCC1 (tetrahydrofuran), C(C)O (ethanol). Solvent: Cl (hydrochloric acid). Conditions: time 2 hour. The product is C(C)OC1=NN(C=C1CCC(=O)O)CC1=C(C=CC=C1)OCC=1N=C(OC1C)C1=CC=CC=C1 (3-[3-ethoxy-1-[2-(5-methyl-2-phenyl-4-oxazolylmethoxy)benzyl]-1H-pyrazol-4-yl]propionic acid). Isolated yield 81.2%. RXN SMILES: [CH2:1]([O:3][C:4]1[C:8]([CH2:9][CH2:10][C:11]([O:13]CC)=[O:12])=[CH:7][N:6]([CH2:16][C:17]2[CH:22]=[CH:21][CH:20]=[CH:19][C:18]=2[O:23][CH2:24][C:25]2[N:26]=[C:27]([C:31]3[CH:36]=[CH:35][CH:34]=[CH:33][CH:32]=3)[O:28][C:29]=2[CH3:30])[N:5]=1)[CH3:2].[OH-].[Na+].O1CCCC1.C(O)C>Cl>[CH2:1]([O:3][C:4]1[C:8]([CH2:9][CH2:10][C:11]([OH:13])=[O:12])=[CH:7][N:6]([CH2:16][C:17]2[CH:22]=[CH:21][CH:20]=[CH:19][C:18]=2[O:23][CH2:24][C:25]2[N:26]=[C:27]([C:31]3[CH:32]=[CH:33][CH:34]=[CH:35][CH:36]=3)[O:28][C:29]=2[CH3:30])[N:5]=1)[CH3:2] |f:1.2|. Reported procedure: A mixture of ethyl 3-[3-ethoxy-1-[2-(5-methyl-2-phenyl-4-oxazolylmethoxy)benzyl]-1H-pyrazol-4-yl]propionate (1.09 g), 1N aqueous sodium hydroxide solution (5 ml), tetrahydrofuran (10 ml), and ethanol (10 ml) was stirred at room temperature for two hours, diluted with 1 N hydrochloric acid (5 ml), and extracted with ethyl acetate. The ethyl acetate layer was washed with saturated aqueous sodium chloride solution, dried (MgSO4), and concentrated. The obtained colorless crystals were collected by f... Starting materials: CSC1=NC(=O)C(=O)N1C(C)C, N=C(N)Nc1ccc(Cl)c(Cl)c1, ClC(Cl)Cl. Yields the product CC(C)N1C(=O)C(=O)NC1=NC(=N)Nc1ccc(Cl)c(Cl)c1. Reaction SMILES: [CH:1]([CH3:2])([CH3:3])[N:4]1[C:5]([S:11][CH3:12])=[N:6][C:7](=[O:10])[C:8]1=[O:9].[Cl:13][c:14]1[cH:15][c:16]([NH:21][C:22](=[NH:23])[NH2:24])[cH:17][cH:18][c:19]1[Cl:20].[Cl:25][CH:26]([Cl:27])[Cl:28]>>[CH:1]([CH3:2])([CH3:3])[N:4]1[C:5](=[N:24][C:22]([NH:21][c:16]2[cH:15][c:14]([Cl:13])[c:19]([Cl:20])[cH:18][cH:17]2)=[NH:23])[NH:6][C:7](=[O:10])[C:8]1=[O:9]. Procedure: To a mixture consisting of N-(3-(N-(2-aminoethyl)sulfamoyl)benzyl)-2-phenylpyrimidine-5-carboxamide (Compound 19, 8.7 mg) in N,N-dimethylformamide (1 mL) was added 250 mM potassium phosphate buffer, pH 8 (2 mL) and 5-carboxyfluorescein, succinimidyl ester (5-FAM, SE; Biotium Catalog No. 90029; 10 mg). The mixture was stirred in the dark until the reaction was complete. The crude product was purified by preparative thin-layer chromatography (75:15:2 chloroform-methanol-water) to afford the title ... Run in CN(C=O)C (N,N-dimethylformamide). The product is OC=1C=C2OC3=CC(C=CC3=C(C2=CC1)C1=C(C(=O)O)C=C(C=C1)C(NCCNS(=O)(=O)C1=CC(=CC=C1)CNC(=O)C=1C=NC(=NC1)C1=CC=CC=C1)=O)=O (2-(6-hydroxy-3-oxo-3H-xanthen-9-yl)-5-(2-(3-((2-phenylpyrimidine-5-carboxamido)methyl)phenylsulfonamido)ethylcarbamoyl)benzoic acid). As a reaction SMILES: [NH2:1][CH2:2][CH2:3][NH:4][S:5]([C:8]1[CH:9]=[C:10]([CH:27]=[CH:28][CH:29]=1)[CH2:11][NH:12][C:13]([C:15]1[CH:16]=[N:17][C:18]([C:21]2[CH:26]=[CH:25][CH:24]=[CH:23][CH:22]=2)=[N:19][CH:20]=1)=[O:14])(=[O:7])=[O:6].P([O-])([O-])([O-])=O.[K+].[K+].[K+].[CH:38]1[C:43]([C:44](O)=[O:45])=[CH:42][C:41]2[C:47]([O:49][C:50]3([C:60]4[CH:61]=[CH:62][C:63]([OH:65])=[CH:64][C:59]=4[O:58][C:52]4[CH:53]=[C:54]([OH:57])[CH:55]=[CH:56][C:51]3=4)[C:40]=2[CH:39]=1)=[O:48]>CN(C)C=O>[OH:57][C:54]1[CH:53]=[C:52]2[C:51](=[CH:56][CH:55]=1)[C:50]([C:40]1[CH:39]=[CH:38][C:43]([C:44](=[O:45])[NH:1][CH2:2][CH2:3][NH:4][S:5]([C:8]3[CH:29]=[CH:28][CH:27]=[C:10]([CH2:11][NH:12][C:13]([C:15]4[CH:20]=[N:19][C:18]([C:21]5[CH:22]=[CH:23][CH:24]=[CH:25][CH:26]=5)=[N:17][CH:16]=4)=[O:14])[CH:9]=3)(=[O:6])=[O:7])=[CH:42][C:41]=1[C:47]([OH:49])=[O:48])=[C:60]1[C:59](=[CH:64][C:63](=[O:65])[CH:62]=[CH:61]1)[O:58]2 |f:1.2.3.4|. Starting materials: NCCNS(=O)(=O)C=1C=C(CNC(=O)C=2C=NC(=NC2)C2=CC=CC=C2)C=CC1 (N-(3-(N-(2-aminoethyl)sulfamoyl)benzyl)-2-phenylpyrimidine-5-carboxamide), NCCNS(=O)(=O)C=1C=C(CNC(=O)C=2C=NC(=NC2)C2=CC=CC=C2)C=CC1 (N-(3-(N-(2-aminoethyl)sulfamoyl)benzyl)-2-phenylpyrimidine-5-carboxamide), P(=O)([O-])([O-])[O-].[K+].[K+].[K+] (potassium phosphate), C1=CC2=C(C=C1C(=O)O)C(=O)OC23C4=C(C=C(C=C4)O)OC5=C3C=CC(=C5)O (5-carboxyfluorescein), succinimidyl ester. Reactants: C(C)(=O)C1=CC(=C(C=C1)C1=CC=C(C=C1)O)[N+](=O)[O-] (4-Acetyl-4'-hydroxy-2-nitro biphenyl), C([O-])([O-])=O.[K+].[K+] (potassium carbonate), C1COCCOCCOCCOCCOCCO1 (18-crown-6), ClCC1=NC2=CC=CC=C2C=C1 (chloromethylquinoline), C([O-])([O-])=O.[K+].[K+] (potassium carbonate), C1COCCOCCOCCOCCOCCO1 (18-crown-6), ClCC1=NC2=CC=CC=C2C=C1 (2-Chloromethylquinoline), hydrochloride salt. Run in CCCCCC.C(C)(=O)OCC (hexane ethyl acetate), C(C)#N (acetonitrile). Run at time 15 minute. Yields the product [N+](=O)([O-])C1=C(C=CC(=C1)C(C)=O)C1=CC=C(C=C1)OCC1=NC2=CC=CC=C2C=C1 (1-[2-Nitro-4' -(2-quinolinylmethoxy)-[1,1'-biphenyl]4-yl]ethanone). Reaction SMILES: [C:1]([C:4]1[CH:9]=[CH:8][C:7]([C:10]2[CH:15]=[CH:14][C:13]([OH:16])=[CH:12][CH:11]=2)=[C:6]([N+:17]([O-:19])=[O:18])[CH:5]=1)(=[O:3])[CH3:2].C(=O)([O-])[O-].[K+].[K+].C1OCCOCCOCCOCCOCCOC1.Cl[CH2:45][C:46]1[CH:55]=[CH:54][C:53]2[C:48](=[CH:49][CH:50]=[CH:51][CH:52]=2)[N:47]=1>CCCCCC.C(OCC)(=O)C.C(#N)C>[N+:17]([C:6]1[CH:5]=[C:4]([C:1](=[O:3])[CH3:2])[CH:9]=[CH:8][C:7]=1[C:10]1[CH:11]=[CH:12][C:13]([O:16][CH2:45][C:46]2[CH:55]=[CH:54][C:53]3[C:48](=[CH:49][CH:50]=[CH:51][CH:52]=3)[N:47]=2)=[CH:14][CH:15]=1)([O-:19])=[O:18] |f:1.2.3,6.7|. Reported procedure: A mixture of the phenol (4.4 g, 17.12 mmole) of Step B, powdered anhydrous potassium carbonate (2.37 g, 17.12 mmole), 18-crown-6 (0.453 g, 1.71 mmole) and acetonitrile (38 mL) is stirred at room temperature under nitrogen for 15 minutes. 2-Chloromethylquinoline (3.34 g, 18.83 mmole, free base freshly prepared from the hydrochloride salt) is added and the mixture is refluxed for 10 hours. (TLC, 7:3 hexane-ethyl acetate). A 10% excess of potassium carbonate, 18-crown-6 and the chloromethylquinolin... Starting materials: O=C(OCc1ccccc1)C1CCC(N(CCOCc2ccccc2)C(=O)CCC(NCc2cc(Oc3ccccc3)ncc2[N+](=O)[O-])C2CCOCC2)CC1, CO, [Cl-], [NH4+], [Zn]. Product: Nc1cnc(Oc2ccccc2)cc1CNC(CCC(=O)N(CCOCc1ccccc1)C1CCC(C(=O)OCc2ccccc2)CC1)C1CCOCC1. RXN SMILES: [CH2:1]([c:2]1[cH:3][cH:4][cH:5][cH:6][cH:7]1)[O:8][C:9](=[O:10])[CH:11]1[CH2:12][CH2:13][CH:14]([N:17]([C:18]([CH2:19][CH2:20][CH:21]([CH:22]2[CH2:23][CH2:24][O:25][CH2:26][CH2:27]2)[NH:28][CH2:29][c:30]2[cH:31][c:32]([O:39][c:40]3[cH:41][cH:42][cH:43][cH:44][cH:45]3)[n:33][cH:34][c:35]2[N+:36]([O-:37])=[O:38])=[O:46])[CH2:47][CH2:48][O:49][CH2:50][c:51]2[cH:52][cH:53][cH:54][cH:55][cH:56]2)[CH2:15][CH2:16]1.[CH3:59][OH:60].[Cl-:57].[NH4+:58].[Zn:61]>>[CH2:1]([c:2]1[cH:3][cH:4][cH:5][cH:6][cH:7]1)[O:8][C:9](=[O:10])[CH:11]1[CH2:12][CH2:13][CH:14]([N:17]([C:18]([CH2:19][CH2:20][CH:21]([CH:22]2[CH2:23][CH2:24][O:25][CH2:26][CH2:27]2)[NH:28][CH2:29][c:30]2[cH:31][c:32]([O:39][c:40]3[cH:41][cH:42][cH:43][cH:44][cH:45]3)[n:33][cH:34][c:35]2[NH2:36])=[O:46])[CH2:47][CH2:48][O:49][CH2:50][c:51]2[cH:52][cH:53][cH:54][cH:55][cH:56]2)[CH2:15][CH2:16]1.